From a dataset of the Open Reaction Database (ORD), a public repository of structured organic reaction records. describe an organic reaction: reactants, conditions, products, and yield Reactants: S(O)(O)(=O)=O (Sulphuric acid), C(C)(=O)O (acetic acid), C(C)(C)(C)[N+](=CC1=CC=CC=C1)[O-] (N-tert-butylphenylnitrone), [OH-].[Na+] (sodium hydroxide), C(C)(C)(C)[N+](=CC1=CC=CC=C1)[O-] (N-tert-butylphenylnitrone). The solvent is O (water), O (water), C1(=CC=CC=C1)C (toluene), C(C)(=O)OCC (Ethyl acetate). Conditions: time 2 hour. The product is C(C)(=O)[O-].C(C)(C)(C)[NH2+]O (N-tert-Butylhydroxylammonium Acetate). Yield: 94.4%. Reaction SMILES: [C:1]([N+:5]([O-:13])=CC1C=CC=CC=1)([CH3:4])([CH3:3])[CH3:2].S(=O)(=O)(O)O.[C:19]([OH:22])(=[O:21])[CH3:20].[OH-].[Na+]>C1(C)C=CC=CC=1.O.C(OCC)(=O)C>[C:19]([O-:22])(=[O:21])[CH3:20].[C:1]([NH2+:5][OH:13])([CH3:4])([CH3:3])[CH3:2] |f:3.4,8.9|. Procedure details: N-tert-butylphenylnitrone (44.8 g, 0.25 mol) was dissolved in toluene (134 g) in a 500 ml bottle. Sulphuric acid (27.5 g, 95 to 97%, 0.27 mol, 1.1 equiv.) was diluted in water (134 g) and added to the reaction bottle. The two-phase mixture was then heated to +50° C. and stirred vigorously for approximately 2 h. At that time, GC indicated that only 0.2 area % of N-tert-butylphenylnitrone remained. After cooling to +20° C., the dark red organic phase was discarded and the clear, yellow water phase... Starting materials: Cl (hydrochloric acid), C(C)C(C(=O)[O-])C(=O)[O-].[K+].[K+] (potassium ethylmalonate), C1CCOC1 (THF), [Cl-].[Mg+2].[Cl-] (magnesium chloride), BrC=1C(=CC(=C(C(=O)Cl)C1)F)OC (5-bromo-2-fluoro-4-methoxybenzoic acid chloride). The solvent is C1(=CC=CC=C1)C (Toluene), C(C)N(CC)CC (triethylamine), C1(=CC=CC=C1)C (toluene). Run at temperature 60 celsius, time 1.5 hour. Yields the product BrC=1C(=CC(=C(C1)C(CC(=O)OCC)=O)F)OC (ethyl 3-(5-bromo-2-fluoro-4-methoxyphenyl)-3-oxopropionate). As a reaction SMILES: C([CH:3]([C:7]([O-:9])=O)[C:4]([O-:6])=[O:5])C.[K+].[K+].[Cl-].[Mg+2].[Cl-].[Br:15][C:16]1[C:17]([O:26][CH3:27])=[CH:18][C:19]([F:25])=[C:20]([CH:24]=1)C(Cl)=O.Cl.[CH2:29]1COC[CH2:30]1>C1(C)C=CC=CC=1.C(N(CC)CC)C>[Br:15][C:16]1[C:17]([O:26][CH3:27])=[CH:18][C:19]([F:25])=[C:20]([C:7](=[O:9])[CH2:3][C:4]([O:6][CH2:29][CH3:30])=[O:5])[CH:24]=1 |f:0.1.2,3.4.5|. Reported procedure: Under a nitrogen atmosphere, potassium ethylmalonate (13.7 g) and triethylamine (12.2 g) were suspended in THF (100 mL). Furthermore, anhydrous magnesium chloride (9.56 g) was added by portions while paying attention to heat generation. The suspension was stirred at 60° C. for 1.5 hr, and to the suspension was slowly added dropwise at 60° C. a suspension of acid chloride obtained in the above-mentioned Step 2 in toluene. After completion of the dropwise addition, the mixture was stirred at 60° C... Starting materials: Cl (hydrochloric acid), [OH-].[Na+] (sodium hydroxide), C1(=CC=CC=C1)N1C(NCC12CCCCC2)CC(=O)OCC (ethyl (1-phenyl-1,3-diazaspiro[4.5]decyl)acetate), O1CCCC1 (tetrahydrofuran), O (water). Conditions: time 4 hour. Product: C1(=CC=CC=C1)N1CN(CC12CCCCC2)CC(=O)O ((1-phenyl-1,3-diazaspiro[4.5]dec-3-yl)acetic acid). Yield: 41.0%. RXN SMILES: [OH-:1].[Na+].[C:3]1([N:9]2[C:13]3([CH2:18][CH2:17][CH2:16][CH2:15][CH2:14]3)[CH2:12][NH:11][CH:10]2CC(OCC)=O)[CH:8]=[CH:7][CH:6]=[CH:5][CH:4]=1.O.Cl.[O:27]1[CH2:31][CH2:30]CC1>>[C:3]1([N:9]2[C:13]3([CH2:14][CH2:15][CH2:16][CH2:17][CH2:18]3)[CH2:12][N:11]([CH2:30][C:31]([OH:27])=[O:1])[CH2:10]2)[CH:4]=[CH:5][CH:6]=[CH:7][CH:8]=1 |f:0.1|. Procedure: 200 mg (5 mmol) of sodium hydroxide are added to a solution of 510 mg (1.68 mmol) of ethyl (1-phenyl-1,3-diazaspiro[4.5]decyl)acetate in 10 ml of tetrahydrofuran. The solution is stirred for 4 h at room temperature. The medium is then poured into water, acidified to pH 1 with concentrated hydrochloric acid and extracted with ethyl acetate. The organic phases are collected and washed with water. They are dried over sodium sulfate. The solvents are evaporated. The product is triturated in heptane.... The reactants are FC(C(CC(=O)C1=CC=C(C=C1)Br)=O)(F)F (4,4,4-Trifluoro-1-(4-bromophenyl)1,3-butanedione), Cl.N(N)C1=NC=C(C=C1)S(=O)(=O)C (2-hydrazino-5-(methylsulfonyl)pyridine hydrochloride). Solvent: C(C)O (ethanol). Yields the product CS(=O)(=O)C=1C=CC(=NC1)N1N=C(C=C1C1=CC=C(C=C1)Br)C(F)(F)F (5-Methylsulfonyl-2-[5-(4-bromophenyl)-3-trifluoromethyl-1H-pyrazol-1-yl]pyridine). Yield: 53.7%. Reaction SMILES: [F:1][C:2]([F:16])([F:15])[C:3](=O)[CH2:4][C:5]([C:7]1[CH:12]=[CH:11][C:10]([Br:13])=[CH:9][CH:8]=1)=O.Cl.[NH:18]([C:20]1[CH:25]=[CH:24][C:23]([S:26]([CH3:29])(=[O:28])=[O:27])=[CH:22][N:21]=1)[NH2:19]>C(O)C>[CH3:29][S:26]([C:23]1[CH:24]=[CH:25][C:20]([N:18]2[C:5]([C:7]3[CH:12]=[CH:11][C:10]([Br:13])=[CH:9][CH:8]=3)=[CH:4][C:3]([C:2]([F:16])([F:15])[F:1])=[N:19]2)=[N:21][CH:22]=1)(=[O:27])=[O:28] |f:1.2|. Reported procedure: 4,4,4-Trifluoro-1-(4-bromophenyl)1,3-butanedione (600 mg) (prepared according to the method of Thomas D. Penning, et al.; J. Med. Chem., 1997, 40, 1347-1365.) and 2-hydrazino-5-(methylsulfonyl)pyridine hydrochloride (420 mg) were mixed in ethanol (40 mL), and the resulting solution was refluxed for 3 days. Upon cooling, white precipitates came out. The white precipitates were collected by filtration and purified by flash chromatography using 70:30 of methylene chloride and hexane to give the tit... Starting materials: C1CCOC1 (THF), C(CCCCCCCCC)[Mg]Br (n-decyl magnesium bromide), C1CCOC1 (THF), C(CCCCCCCCC)Br (n-decyl bromide), Mg, C1CCOC1 (THF), BrC=1C=C2C=CC(=CC2=CC1)OC (6-bromo-2-methoxynaphthalene). The reagents and catalysts are Cl[Ni]1([P](CCC[P](C2=CC=CC=C2)1C3=CC=CC=C3)(C4=CC=CC=C4)C5=CC=CC=C5)Cl (Ni(dppp)Cl2). Solvent: O (water). The product is C(CCCCCCCCC)C=1C=C2C=CC(=CC2=CC1)OC (6-n-decyl-2-methoxynaphthalene). As a reaction SMILES: C1COCC1.[CH2:6]([Mg]Br)[CH2:7][CH2:8][CH2:9][CH2:10][CH2:11][CH2:12][CH2:13][CH2:14][CH3:15].C(Br)CCCCCCCCC.Br[C:30]1[CH:31]=[C:32]2[C:37](=[CH:38][CH:39]=1)[CH:36]=[C:35]([O:40][CH3:41])[CH:34]=[CH:33]2>O.Cl[Ni]1(Cl)[P](C2C=CC=CC=2)(C2C=CC=CC=2)CCC[P]1(C1C=CC=CC=1)C1C=CC=CC=1>[CH2:6]([C:30]1[CH:31]=[C:32]2[C:37](=[CH:38][CH:39]=1)[CH:36]=[C:35]([O:40][CH3:41])[CH:34]=[CH:33]2)[CH2:7][CH2:8][CH2:9][CH2:10][CH2:11][CH2:12][CH2:13][CH2:14][CH3:15] |^1:45,61|. Procedure details: A THF solution of n-decyl magnesium bromide (prepared as a THF (2 ml) solution of n-decyl bromide (2.2 ml, 11 mmol) and Mg (292 mg, 12 mmol)) was added to 6-bromo-2-methoxynaphthalene (2.37 g, 10 mmol) easily available from a reagent manufacturer and a THF (10 ml) solution of Ni(dppp)Cl2 (271 mg, 0.5 mmol), and the mixture was heated under reflux for 19 hours. After cooling, the mixed solution was diluted with water (10 ml), and non-reacted Mg was filtered out. The filtered solution was extracte...